This data is from the Open Reaction Database (ORD), a public repository of structured organic reaction records. The task is: describe an organic reaction: reactants, conditions, products, and yield Reactants: C(C1=CC=CC=C1)N1C2=C(NC(C1)=O)C=C(C=N2)CO (4-benzyl-7-(hydroxymethyl)-3,4-dihydropyrido[2,3-b]pyrazin-2(1H)-one), Cl.ClC1=CC=C(C=C1)N1CCNCC1 (1-(4-chlorophenyl)piperazine hydrochloride), [I-].C(#N)C[P+](C)(C)C ((cyanomethyl)trimethylphosphonium iodide), C(C)N(C(C)C)C(C)C (N-ethyl-N-isopropylpropan-2-amine). Solvent: C(CC)#N (propionitrile), O (water). Reaction conditions: temperature 90 celsius, time 2 hour. Yields the product C(C1=CC=CC=C1)N1C2=C(NC(C1)=O)C=C(C=N2)CN2CCN(CC2)C2=CC=C(C=C2)Cl (4-benzyl-7-((4-(4-chlorophenyl)piperazin-1-yl)methyl)-3,4-dihydropyrido[2,3-b]pyrazin-2(1H)-one). The yield is 40.2%. As a reaction SMILES: [CH2:1]([N:8]1[CH2:13][C:12](=[O:14])[NH:11][C:10]2[CH:15]=[C:16]([CH2:19]O)[CH:17]=[N:18][C:9]1=2)[C:2]1[CH:7]=[CH:6][CH:5]=[CH:4][CH:3]=1.[I-].C(C[P+](C)(C)C)#N.C(N(C(C)C)C(C)C)C.Cl.[Cl:39][C:40]1[CH:45]=[CH:44][C:43]([N:46]2[CH2:51][CH2:50][NH:49][CH2:48][CH2:47]2)=[CH:42][CH:41]=1>C(#N)CC.O>[CH2:1]([N:8]1[CH2:13][C:12](=[O:14])[NH:11][C:10]2[CH:15]=[C:16]([CH2:19][N:49]3[CH2:48][CH2:47][N:46]([C:43]4[CH:42]=[CH:41][C:40]([Cl:39])=[CH:45][CH:44]=4)[CH2:51][CH2:50]3)[CH:17]=[N:18][C:9]1=2)[C:2]1[CH:7]=[CH:6][CH:5]=[CH:4][CH:3]=1 |f:1.2,4.5|. Procedure details: 4-benzyl-7-(hydroxymethyl)-3,4-dihydropyrido[2,3-b]pyrazin-2(1H)-one (100 mg, 0.37 mmol) was suspended in propionitrile (1 mL) and (cyanomethyl)trimethylphosphonium iodide (123.0 mg, 0.51 mmol) was added followed by N-ethyl-N-isopropylpropan-2-amine (180 ul, 1.03 mmol). To the stirred mixture was then added 1-(4-chlorophenyl)piperazine hydrochloride (104.5 mg, 0.45 mmol). The reaction was heated to 90° C. with stirring for 2 h. The reaction was then cooled to room temperature and diluted with wa... Starting materials: Br.COC(=O)C=1CNCCC1 (1,2,5,6-tetrahydropyridine-3-carboxylic acid methyl ester hydrobromide), C(C)N(C(C)C)C(C)C (N-ethyl-N,N-diisopropyl-amine), CC1(OC2=CC=CC=C2CC1CCOS(=O)(=O)C1=CC=C(C=C1)C)C (2,2-dimethyl-3-[2-(4-toluenesulfonyloxy)ethyl]-chroman). Solvent: CN(C=O)C (N,N-dimethylformamide). Reaction conditions: time 15 hour. Yields the product COC(=O)C=1CN(CCC1)CCC1C(OC2=CC=CC=C2C1)(C)C (1-[2-(2,2-dimethylchroman-3-yl)-ethyl]-1,2,5,6-tetrahydropyridine-3-carboxylic acid methyl ester). RXN SMILES: Br.[CH3:2][O:3][C:4]([C:6]1[CH2:7][NH:8][CH2:9][CH2:10][CH:11]=1)=[O:5].C(N(C(C)C)C(C)C)C.[CH3:21][C:22]1([CH3:45])[CH:31]([CH2:32][CH2:33]OS(C2C=CC(C)=CC=2)(=O)=O)[CH2:30][C:29]2[C:24](=[CH:25][CH:26]=[CH:27][CH:28]=2)[O:23]1>CN(C)C=O>[CH3:2][O:3][C:4]([C:6]1[CH2:7][N:8]([CH2:33][CH2:32][CH:31]2[CH2:30][C:29]3[C:24](=[CH:25][CH:26]=[CH:27][CH:28]=3)[O:23][C:22]2([CH3:21])[CH3:45])[CH2:9][CH2:10][CH:11]=1)=[O:5] |f:0.1|. Procedure details: First 5.55 g (25 mmol) of 1,2,5,6-tetrahydropyridine-3-carboxylic acid methyl ester hydrobromide (guvacoline hydrobromide) and then 11.31 g (87.5 mmol) of N-ethyl-N,N-diisopropyl-amine are added to a solution of 9 g (25 mmol) of 2,2-dimethyl-3-[2-(4-toluenesulfonyloxy)ethyl]-chroman in 100 ml of N,N-dimethylformamide. The solution is stirred for 15 hours at 60° and then concentrated by evaporation under a high vacuum. Water is added to the residue and extraction is carried out with diethyl ether... The reactants are C=CCOC1CC(N)c2cc(OCCC)ccc21, C1CCOC1, Cc1ccc2c(c1)C(NC(=O)C(F)(F)F)CC2=O. Yields the product Cc1ccc2c(c1)C(NC(=O)C(F)(F)F)CC2O. Reaction SMILES: [CH2:1]([O:2][CH:3]1[c:4]2[c:5]([cH:6][c:7]([O:8][CH2:9][CH2:10][CH3:11])[cH:12][cH:13]2)[CH:14]([NH2:15])[CH2:16]1)[CH:17]=[CH2:18].[CH2:37]1[O:38][CH2:39][CH2:40][CH2:41]1.[F:19][C:20]([C:21](=[O:22])[NH:23][CH:24]1[CH2:25][C:26](=[O:34])[c:27]2[cH:28][cH:29][c:30]([CH3:33])[cH:31][c:32]21)([F:35])[F:36]>>[F:19][C:20]([C:21](=[O:22])[NH:23][CH:24]1[CH2:25][CH:26]([OH:34])[c:27]2[cH:28][cH:29][c:30]([CH3:33])[cH:31][c:32]21)([F:35])[F:36]. Starting materials: C(C)[Zn]CC (diethylzinc), CCOC(=O)C (EtOAc), C(C)(C)(C)OC(C(C#N)C1=NC=C(C=C1)Br)=O ((5-bromo-pyridin-2-yl)-cyano-acetic acid tert-butyl ester), [Cl-].[NH4+] (ammonium chloride). Reagents/catalysts: [Pd](Cl)Cl.C1(=CC=CC=C1)P([C-]1C=CC=C1)C1=CC=CC=C1.[C-]1(C=CC=C1)P(C1=CC=CC=C1)C1=CC=CC=C1.[Fe+2].C(Cl)Cl (1,1′-bis(diphenylphosphino)ferrocene palladium dichloride CH2Cl2). Run in C1CCOC1 (THF). Reaction conditions: temperature 50 celsius, time 10 minute. Product: C(C)(C)(C)OC(C(C1=NC=C(C=C1)CC)C#N)=O (cyano-(5-ethyl-pyridin-2-yl)-acetic acid tert-butyl ester). Yield: 43.9%. Reaction SMILES: [C:1]([O:5][C:6](=[O:17])[CH:7]([C:10]1[CH:15]=[CH:14][C:13](Br)=[CH:12][N:11]=1)[C:8]#[N:9])([CH3:4])([CH3:3])[CH3:2].[CH2:18]([Zn]CC)[CH3:19].[Cl-].[NH4+].CCOC(C)=O>C1COCC1.[Pd](Cl)Cl.C1(P(C2C=CC=CC=2)[C-]2C=CC=C2)C=CC=CC=1.[C-]1(P(C2C=CC=CC=2)C2C=CC=CC=2)C=CC=C1.[Fe+2].C(Cl)Cl>[C:1]([O:5][C:6](=[O:17])[CH:7]([C:8]#[N:9])[C:10]1[CH:15]=[CH:14][C:13]([CH2:18][CH3:19])=[CH:12][N:11]=1)([CH3:4])([CH3:3])[CH3:2] |f:2.3,6.7.8.9.10|. Procedure details: The crude (5-bromo-pyridin-2-yl)-cyano-acetic acid tert-butyl ester (20.1 g) was dissolved in anhydrous THF (300 mL) and the dark red solution was cooled in an ice-water bath. After purging in a stream of nitrogen, diethylzinc (88.0 mL, 88.0 mmol, 1M in hexane) was slowly added over 50 minutes. The internal temperature was maintained below 4° C. The catalyst 1,1′-bis(diphenylphosphino)ferrocene palladium dichloride-CH2Cl2 (1:1 complex) (1.61 g, 1.97 mmol) was added and the mixture was heated at ... Starting materials: [C@@]12(C(=O)CC(CC1)C2(C)C)CS(=O)(=O)O ((1R)-(−)-10-camphorsulfonic acid), C[C@@H](C1=C(C=NC=N1)F)[C@](CN2C=NC=N2)(C=3C=CC(=CC3F)F)O (Voriconazole), C[C@@H](C1=C(C=NC=N1)F)[C@](CN2C=NC=N2)(C=3C=CC(=CC3F)F)O (Voriconazole). Yields the product C[C@@H](C1=C(C=NC=N1)F)[C@](CN2C=NC=N2)(C=3C=CC(=CC3F)F)O (Voriconazole), C[C@@H](C1=C(C=NC=N1)F)[C@](CN2C=NC=N2)(C=3C=CC(=CC3F)F)O.[C@@]12(C(=O)CC(CC1)C2(C)C)CS(=O)(=O)[O-] (Voriconazole (1R)-(−)-10-camphorsulfonate). Reaction SMILES: [CH3:1][C@H:2]([C@@:10]([OH:25])([C:17]1[CH:18]=[CH:19][C:20]([F:24])=[CH:21][C:22]=1[F:23])[CH2:11][N:12]1[N:16]=[CH:15][N:14]=[CH:13]1)[C:3]1[N:8]=[CH:7][N:6]=[CH:5][C:4]=1[F:9].[C@@:26]12([CH2:36][S:37]([OH:40])(=[O:39])=[O:38])[C:33]([CH3:35])([CH3:34])[CH:30]([CH2:31][CH2:32]1)[CH2:29][C:27]2=[O:28]>>[CH3:1][C@H:2]([C@@:10]([OH:25])([C:17]1[CH:18]=[CH:19][C:20]([F:24])=[CH:21][C:22]=1[F:23])[CH2:11][N:12]1[N:16]=[CH:15][N:14]=[CH:13]1)[C:3]1[N:8]=[CH:7][N:6]=[CH:5][C:4]=1[F:9].[CH3:1][C@H:2]([C@@:10]([OH:25])([C:17]1[CH:18]=[CH:19][C:20]([F:24])=[CH:21][C:22]=1[F:23])[CH2:11][N:12]1[N:16]=[CH:15][N:14]=[CH:13]1)[C:3]1[N:8]=[CH:7][N:6]=[CH:5][C:4]=1[F:9].[C@@:26]12([CH2:36][S:37]([O-:40])(=[O:38])=[O:39])[C:33]([CH3:35])([CH3:34])[CH:30]([CH2:31][CH2:32]1)[CH2:29][C:27]2=[O:28] |f:3.4|. Reported procedure: More specifically, the invention relates to a process which comprises the dehalogenation of a haloderivative of Voriconazole via catalytic transfer hydrogenation of i.e (2R,3S/2S,3R)-3-(4-halo-5-fluoropyrimidin-6-yl)-2-(2,4-difluorophenyl)-1-(1H-1,2,4-triazol-1-yl)butan-2-ol to obtain racemic Voriconazole (i.e (2R,3S/2S,3R)-2-(2,4-difluorophenyl)-3-(5-fluoropyrimidin-4-yl)-1-(1H-1,2,4-triazol-1-yl)butan-2-ol). Thereafter, racemic Voriconazole (compound V) is resolved using (1R)-(−)-10-camphorsul...